Task: describe an organic reaction: reactants, conditions, products, and yield. Dataset: the Open Reaction Database (ORD), a public repository of structured organic reaction records Reactants: COc1ccc(-c2ccccc2)c2nc(N)nn12, [Cl-], O=C(O)c1cccc(F)c1, C1COCCO1. Yields the product COc1ccc(-c2ccccc2)c2nc(NC(=O)c3cccc(F)c3)nn12. RXN SMILES: [CH3:1][O:2][c:3]1[cH:4][cH:5][c:6](-[c:13]2[cH:14][cH:15][cH:16][cH:17][cH:18]2)[c:7]2[n:8]1[n:9][c:10]([NH2:12])[n:11]2.[Cl-:19].[F:20][c:21]1[cH:22][c:23]([C:27](=[O:28])[OH:29])[cH:24][cH:25][cH:26]1.[O:30]1[CH2:31][CH2:32][O:33][CH2:34][CH2:35]1>>[CH3:1][O:2][c:3]1[cH:4][cH:5][c:6](-[c:13]2[cH:14][cH:15][cH:16][cH:17][cH:18]2)[c:7]2[n:8]1[n:9][c:10]([NH:12][C:27]([c:23]1[cH:22][c:21]([F:20])[cH:26][cH:25][cH:24]1)=[O:28])[n:11]2. The reactants are O=S1(OC2=C(CC1C)C=CC=C2S(=O)(=O)NC(=O)NC)=O (N-(3,4-dihydro-2,2-dioxo-3-methyl-1,2-benzoxathiin-8-ylsulfonyl)-N'-methylurea), C(=O)(Cl)Cl (phosgene). Run in ClC1=CC=CC=C1 (chlorobenzene). Product: O=S1(OC2=C(CC1C)C=CC=C2S(=O)(=O)N=C=O)=O (3,4-dihydro-2,2-dioxo-3-methyl-1,2-benzoxathiin-8-ylsulfonylisocyanate). RXN SMILES: [O:1]=[S:2]1(=[O:21])[CH:7]([CH3:8])[CH2:6][C:5]2[CH:9]=[CH:10][CH:11]=[C:12]([S:13]([NH:16][C:17](NC)=[O:18])(=[O:15])=[O:14])[C:4]=2[O:3]1.C(Cl)(Cl)=O>ClC1C=CC=CC=1>[O:21]=[S:2]1(=[O:1])[CH:7]([CH3:8])[CH2:6][C:5]2[CH:9]=[CH:10][CH:11]=[C:12]([S:13]([N:16]=[C:17]=[O:18])(=[O:15])=[O:14])[C:4]=2[O:3]1. Reported procedure: 10 g of N-(3,4-dihydro-2,2-dioxo-3-methyl-1,2-benzoxathiin-8-ylsulfonyl)-N'-methylurea are dispersed in 400 ml of absolute chlorobenzene and the dispersion is saturated with phosgene at about 130° C., whereupon a clear solution forms. The solvent is then distilled off in vacuo, with the exclusion of moisture, to give 3,4-dihydro-2,2-dioxo-3-methyl-1,2-benzoxathiin-8-ylsulfonylisocyanate in the form of an oil, which can be used without further purification for obtaining the fused N-phenylsulfonyl... The reactants are NC1=C(C(=NN1C1=C(C=C(C=C1Cl)C(F)(F)F)Cl)C#N)I (5-amino-3-cyano-1-(2,6-dichloro-4-trifluoromethylphenyl)-4-iodopyrazole), C(O)([O-])=O.[Na+] (sodium hydrogen carbonate), CC1=CC=C(C=C1)B(O)O (4-methylphenylboronic acid). The reagents and catalysts are C=1C=CC(=CC1)[P](C=2C=CC=CC2)(C=3C=CC=CC3)[Pd]([P](C=4C=CC=CC4)(C=5C=CC=CC5)C=6C=CC=CC6)([P](C=7C=CC=CC7)(C=8C=CC=CC8)C=9C=CC=CC9)[P](C=1C=CC=CC1)(C=1C=CC=CC1)C=1C=CC=CC1 (tetrakis(triphenylphosphine)palladium(0)). The solvent is C1(=CC=CC=C1)C (toluene), C(C)O (ethanol). Yields the product NC1=C(C(=NN1C1=C(C=C(C=C1Cl)C(F)(F)F)Cl)C#N)C1=CC=C(C=C1)C (5-Amino-3-cyano-1-(2,6dichloro-4-trifluoromethylphenyl)-4-(4-methylphenyl)pyrazole). As a reaction SMILES: [NH2:1][C:2]1[N:6]([C:7]2[C:12]([Cl:13])=[CH:11][C:10]([C:14]([F:17])([F:16])[F:15])=[CH:9][C:8]=2[Cl:18])[N:5]=[C:4]([C:19]#[N:20])[C:3]=1I.C(=O)([O-])O.[Na+].[CH3:27][C:28]1[CH:33]=[CH:32][C:31](B(O)O)=[CH:30][CH:29]=1>C1(C)C=CC=CC=1.C(O)C.C1C=CC([P]([Pd]([P](C2C=CC=CC=2)(C2C=CC=CC=2)C2C=CC=CC=2)([P](C2C=CC=CC=2)(C2C=CC=CC=2)C2C=CC=CC=2)[P](C2C=CC=CC=2)(C2C=CC=CC=2)C2C=CC=CC=2)(C2C=CC=CC=2)C2C=CC=CC=2)=CC=1>[NH2:1][C:2]1[N:6]([C:7]2[C:12]([Cl:13])=[CH:11][C:10]([C:14]([F:17])([F:16])[F:15])=[CH:9][C:8]=2[Cl:18])[N:5]=[C:4]([C:19]#[N:20])[C:3]=1[C:31]1[CH:32]=[CH:33][C:28]([CH3:27])=[CH:29][CH:30]=1 |f:1.2,^1:50,52,71,90|. Procedure: To a rapidly stirred solution of 5-amino-3-cyano-1-(2,6-dichloro-4-trifluoromethylphenyl)-4-iodopyrazole (0.45 g) in toluene (2 ml) containing tetrakis(triphenylphosphine)palladium(0) (0.02 g) was added saturated aqueous sodium hydrogen carbonate solution (1 ml) and a solution of 4-methylphenylboronic acid (0.3 g) in ethanol (1 ml). The mixture was heated under reflux for 2 hours. After cooling the organic layer was separated, dried (MgSO4) and evaporated. The residue was taken up the minimum am... Reactants: C(C)N(CC)S(F)(F)F ((Diethylamino) trifluorosulfur), COC1=CN=C2C(=CC=NC2=C1)OC1=CC=C(C=C1)NC1=NN=C(C2=CC=CC=C12)C1=CC(=CS1)CO ((5-(4-(4-(7-methoxy-1,5-naphthyridin-4-yloxy)phenylamino)phthalazin-1-yl)thiophen-3-yl)methanol), C(=O)(O)[O-].[Na+] (NaHCO3). Solvent: C(Cl)Cl (DCM). Reaction conditions: temperature 0 celsius, time 20 minute. Product: FCC=1C=C(SC1)C1=NN=C(C2=CC=CC=C12)NC1=CC=C(C=C1)OC1=CC=NC2=CC(=CN=C12)OC (4-(4-(Fluoromethyl)thiophen-2-yl)N-(4-(7-methoxy-1,5-naphthyridin-4-yloxy)phenyl)phthalazin-1-amine). As a reaction SMILES: [CH3:1][O:2][C:3]1[CH:12]=[C:11]2[C:6]([C:7]([O:13][C:14]3[CH:19]=[CH:18][C:17]([NH:20][C:21]4[C:30]5[C:25](=[CH:26][CH:27]=[CH:28][CH:29]=5)[C:24]([C:31]5[S:35][CH:34]=[C:33]([CH2:36]O)[CH:32]=5)=[N:23][N:22]=4)=[CH:16][CH:15]=3)=[CH:8][CH:9]=[N:10]2)=[N:5][CH:4]=1.C(N(S(F)(F)[F:44])CC)C.C([O-])(O)=O.[Na+]>C(Cl)Cl>[F:44][CH2:36][C:33]1[CH:32]=[C:31]([C:24]2[C:25]3[C:30](=[CH:29][CH:28]=[CH:27][CH:26]=3)[C:21]([NH:20][C:17]3[CH:18]=[CH:19][C:14]([O:13][C:7]4[C:6]5[C:11](=[CH:12][C:3]([O:2][CH3:1])=[CH:4][N:5]=5)[N:10]=[CH:9][CH:8]=4)=[CH:15][CH:16]=3)=[N:22][N:23]=2)[S:35][CH:34]=1 |f:2.3|. Procedure details: A round bottom flask was charged with (5-(4-(4-(7-methoxy-1,5-naphthyridin-4-yloxy)phenylamino)phthalazin-1-yl)thiophen-3-yl)methanol (71 mg, 140 μmol) and 2.8 mL DCM, and the mixture was cooled to 0° C. under nitrogen. (Diethylamino) trifluorosulfur (55 μl, 420 μmol) was added, and the mixture was stirred at 0° C. for 20 min and was then allowed to warm to RT. After another 0.5 h, saturated NaHCO3 was added and the mixture was stirred for 10 min. The solids were filtered, and the crude material... Starting materials: C[Al](C)C, CS(=O)(=O)Nc1ccc(CC(=O)O)cc1, c1cn(-c2ccc3c(c2)OCCNCCO3)cn1. Yields the product CS(=O)(=O)Nc1ccc(CC(=O)N2CCOc3ccc(-n4ccnc4)cc3OCC2)cc1. As a reaction SMILES: [CH3:19][Al:20]([CH3:21])[CH3:22].[CH3:23][S:24](=[O:25])(=[O:26])[NH:27][c:28]1[cH:29][cH:30][c:31]([CH2:34][C:35](=[O:36])[OH:37])[cH:32][cH:33]1.[n:1]1(-[c:6]2[cH:7][c:8]3[c:9]([cH:17][cH:18]2)[O:10][CH2:11][CH2:12][NH:13][CH2:14][CH2:15][O:16]3)[cH:2][n:3][cH:4][cH:5]1>>[n:1]1(-[c:6]2[cH:7][c:8]3[c:9]([cH:17][cH:18]2)[O:10][CH2:11][CH2:12][N:13]([C:35]([CH2:34][c:31]2[cH:30][cH:29][c:28]([NH:27][S:24]([CH3:23])(=[O:25])=[O:26])[cH:33][cH:32]2)=[O:36])[CH2:14][CH2:15][O:16]3)[cH:2][n:3][cH:4][cH:5]1. Starting materials: [BH4-], CCO, Cl, COCCCCCCc1ccc(C2CCC(N)(C(=O)OC)C2)cc1, [Na+]. Product: Cl, COCCCCCCc1ccc(C2CCC(N)(CO)C2)cc1. RXN SMILES: [BH4-:25].[CH3:28][CH2:29][OH:30].[ClH:27].[NH2:1][C:2]1([C:21](=[O:22])[O:23][CH3:24])[CH2:3][CH:4]([c:7]2[cH:8][cH:9][c:10]([CH2:13][CH2:14][CH2:15][CH2:16][CH2:17][CH2:18][O:19][CH3:20])[cH:11][cH:12]2)[CH2:5][CH2:6]1.[Na+:26]>>[ClH:27].[NH2:1][C:2]1([CH2:21][OH:22])[CH2:3][CH:4]([c:7]2[cH:8][cH:9][c:10]([CH2:13][CH2:14][CH2:15][CH2:16][CH2:17][CH2:18][O:19][CH3:20])[cH:11][cH:12]2)[CH2:5][CH2:6]1. The reactants are ClC1=NC(=NS1)SC (5-chloro-3-methylthio-1,2,4-thiadiazole), C[Si](C)(C)Cl (trimethylsilyl chloride), C(C)C1CC(CCC1)I (3-ethylcyclohexyl iodide), BrCCBr (1,2-dibromoethane). The reagents and catalysts are [Zn] (zinc), C1(=CC=CC=C1)P([C-]1C=CC=C1)C1=CC=CC=C1.[C-]1(C=CC=C1)P(C1=CC=CC=C1)C1=CC=CC=C1.[Fe+2] (1,1′-bis(diphenylphosphino)ferrocene). Run in O1CCCC1 (tetrahydrofurane). Reaction conditions: time 6 hour. Yields the product C(C)C1CC(CCC1)C1=NC(=NS1)SC (5-(3-ethylcyclohexyl)-3-methylthio-1,2,4-thiadiazole). The yield is 47.1%. RXN SMILES: BrCCBr.C[Si](Cl)(C)C.[CH2:10]([CH:12]1[CH2:17][CH2:16][CH2:15][CH:14](I)[CH2:13]1)[CH3:11].Cl[C:20]1[S:24][N:23]=[C:22]([S:25][CH3:26])[N:21]=1>[Zn].C1(P(C2C=CC=CC=2)[C-]2C=CC=C2)C=CC=CC=1.[C-]1(P(C2C=CC=CC=2)C2C=CC=CC=2)C=CC=C1.[Fe+2].O1CCCC1>[CH2:10]([CH:12]1[CH2:17][CH2:16][CH2:15][CH:14]([C:20]2[S:24][N:23]=[C:22]([S:25][CH3:26])[N:21]=2)[CH2:13]1)[CH3:11] |f:5.6.7|. Reported procedure: 439 mg of zinc powder and 63 mg of 1,2-dibromoethane was added into 7 ml of tetrahydrofurane under nitrogen atmosphere and the mixture was refluxed for 1 minute. After cooling to room temperature, 36 mg of trimethylsilyl chloride and 3.0 g of 3-ethylcyclohexyl iodide were added to the mixture, and the mixture was stirred for 6 hours at room temperature. Further, 561 mg of 5-chloro-3-methylthio-1,2,4-thiadiazole and 137 mg of {1,1′-bis(diphenylphosphino)ferrocene} dichloro palladium(II) dichlorom... The reactants are C(C1=CC=CC=C1)N1C[C@H]2C=CC([C@H]2C1)=O ((1R,5S)-7-benzyl-2-oxo-7-azabicyclo[3.3.0]oct-3-ene), [H][H] (hydrogen). Yields the product C(C1=CC=CC=C1)N1C[C@H]2CCC([C@H]2C1)=O ((1R,5S)-7-Benzyl-2-oxo-7-azabicyclo[3.3.0]octane). Solvent: C(C)(=O)OCC (ethyl acetate). Reagents/catalysts: [Rh] (Rhodium-on-alumina). RXN SMILES: [CH2:1]([N:8]1[CH2:15][C@H:14]2[C@H:10]([CH:11]=[CH:12][C:13]2=[O:16])[CH2:9]1)[C:2]1[CH:7]=[CH:6][CH:5]=[CH:4][CH:3]=1.[H][H]>C(OCC)(=O)C.[Rh]>[CH2:1]([N:8]1[CH2:15][C@H:14]2[C@H:10]([CH2:11][CH2:12][C:13]2=[O:16])[CH2:9]1)[C:2]1[CH:3]=[CH:4][CH:5]=[CH:6][CH:7]=1. The yield is 83.1%. Reported procedure: 5% Rhodium-on-alumina (700 mg) was added to a solution of (1R,5S)-7-benzyl-2-oxo-7-azabicyclo[3.3.0]oct-3-ene (1.57 g, 7.34 mmol) in ethyl acetate (50 ml), and the mixture was vigorously stirred in a hydrogen atmosphere for 3.5 hours. The insoluble matter was removed by Celite filtration, and the filtrate was concentrated. The residue was purified by silica gel column chromatography (n-hexane:ethyl acetate=1:1) to give 1.31 g (6.10 mmol, 83%) of the title compound as a colorless oily substance.